From a dataset of the Open Reaction Database (ORD), a public repository of structured organic reaction records. describe an organic reaction: reactants, conditions, products, and yield Reactants: ClC1=C(C#N)C=CC=N1 (2-chloro-nicotinonitrile), N1N=CN=C1 (1H-[1,2,4]Triazole), C(=O)([O-])[O-].[Cs+].[Cs+] (Cs2CO3). Solvent: CS(=O)C (DMSO). Conditions: temperature 50 celsius, time 30 minute. The product is N1(N=CN=C1)C1=C(C#N)C=CC=N1 (2-[1,2,4]triazol-1-yl-nicotinonitrile). Isolated yield 89.3%. RXN SMILES: Cl[C:2]1[N:9]=[CH:8][CH:7]=[CH:6][C:3]=1[C:4]#[N:5].[NH:10]1[CH:14]=[N:13][CH:12]=[N:11]1.C([O-])([O-])=O.[Cs+].[Cs+]>CS(C)=O>[N:10]1([C:2]2[N:9]=[CH:8][CH:7]=[CH:6][C:3]=2[C:4]#[N:5])[CH:14]=[N:13][CH:12]=[N:11]1 |f:2.3.4|. Procedure details: A mixture of 2-chloro-nicotinonitrile (10.30 g, 74.4 mmol), 1H-[1,2,4]Triazole (5.36 g, 77.6 mmol), and Cs2CO3 (25.28 g, 77.6 mmol) in DMSO (30 mL) was stirred at 50° C. for C for 30 min. The resulting off-white semisolid was partitioned with water (600 mL) and DCM (600 mL), and the aq layer was extracted with DCM (2×200 mL). The combined organic layers were dried (Na2SO4), concentrated, and put under vacuum at 90° C. to remove the bulk of DMSO. The resulting white solid was briefly triturated w... Reactants: C(C(=O)Cl)(=O)Cl (Oxalyl chloride), COCC1=C(C=CC(=C1)C(=O)O)C1=C(C=CC=C1)C (2-(methoxymethyl)-2′-methyl biphenyl-4-carboxylic acid), NC(C1=CC(=C(C(=O)OC)C=C1F)F)=NO (methyl 4-[amino(hydroxyimino)methyl]-2,5-difluorobenzoate), CCN(C(C)C)C(C)C (DIEA). The solvent is C(Cl)Cl (DCM), CN(C)C=O (DMF), C1CCOC1 (THF). Reaction conditions: time 1 hour. Yields the product FC1=C(C(=O)OC)C=C(C(=C1)C1=NOC(=N1)C1=CC(=C(C=C1)C1=C(C=CC=C1)C)COC)F (methyl 2,5-difluoro-4-{5-[2-(methoxymethyl)-2′-methylbiphenyl-4-yl]-1,2,4-oxadiazol-3-yl}benzoate). Reaction SMILES: C(Cl)(=O)C(Cl)=O.[CH3:7][O:8][CH2:9][C:10]1[CH:15]=[C:14]([C:16]([OH:18])=O)[CH:13]=[CH:12][C:11]=1[C:19]1[CH:24]=[CH:23][CH:22]=[CH:21][C:20]=1[CH3:25].[NH2:26][C:27](=[N:40]O)[C:28]1[C:37]([F:38])=[CH:36][C:31]([C:32]([O:34][CH3:35])=[O:33])=[C:30]([F:39])[CH:29]=1.CCN(C(C)C)C(C)C>C(Cl)Cl.C1COCC1.CN(C=O)C>[F:39][C:30]1[CH:29]=[C:28]([C:27]2[N:26]=[C:16]([C:14]3[CH:13]=[CH:12][C:11]([C:19]4[CH:24]=[CH:23][CH:22]=[CH:21][C:20]=4[CH3:25])=[C:10]([CH2:9][O:8][CH3:7])[CH:15]=3)[O:18][N:40]=2)[C:37]([F:38])=[CH:36][C:31]=1[C:32]([O:34][CH3:35])=[O:33]. Procedure: Oxalyl chloride (190.39 mg; 1.50 mmol; 3 eq.) was added to a suspension of Intermediate 28 (143.64 mg; 0.50 mmol; 1 eq.) and DMF (cat.) in DCM (2 mL) and the resulting mixture was stirred at RT for 1 hour. After evaporation to dryness, the residue was taken up in THF (2 mL) and added to solution of Intermediate 52 (108.62 mg; 0.50 mmol; 1 eq.) and DIEA (193.87 mg; 1.50 mmol; 3 eq.) in THF (1 mL). The resulting mixture was heated to 150° C. for 30 minutes in the microwave. It was then filtered th...